From a dataset of the Open Reaction Database (ORD), a public repository of structured organic reaction records. describe an organic reaction: reactants, conditions, products, and yield The reactants are [C@@H]([C@H](C(=O)[O-])O)(C(=O)[O-])O.[Na+].[K+] (Rochelle's salt), C1(CC1)CN(C(=O)C1=C(N=C2N1C=C(N2C2=C(C=C(C=C2C)C)C)Cl)C(F)(F)F)CCC (6-chloro-2-trifluoromethyl-7-(2,4,6-trimethyl-phenyl)-7H-imidazo[1,2-a]imidazole-3-carboxylic acid cyclopropylmethyl-propyl-amide), solution, COCCO[AlH2-]OCCOC.[Na+] (Red-Al). The solvent is C1(=CC=CC=C1)C (toluene), C1(=CC=CC=C1)C (toluene). Reaction conditions: time 14 hour. Yields the product ClC=1N(C=2N(C(=C(N2)C(F)(F)F)CN(CCC)CC2CC2)C1)C1=C(C=C(C=C1C)C)C ([6-Chloro-2-trifluoromethyl-7-(2,4,6-trimethyl-phenyl)-7H-imidazo[1,2-a]imidazol-3-ylmethyl]-cyclopropylmethyl-propyl-amine). As a reaction SMILES: [CH:1]1([CH2:4][N:5]([CH2:30][CH2:31][CH3:32])[C:6]([C:8]2[N:12]3[CH:13]=[C:14]([Cl:25])[N:15]([C:16]4[C:21]([CH3:22])=[CH:20][C:19]([CH3:23])=[CH:18][C:17]=4[CH3:24])[C:11]3=[N:10][C:9]=2[C:26]([F:29])([F:28])[F:27])=O)[CH2:3][CH2:2]1.COCCO[AlH2-]OCCOC.[Na+].[C@H](O)(C([O-])=O)[C@@H](O)C([O-])=O.[Na+].[K+]>C1(C)C=CC=CC=1>[Cl:25][C:14]1[N:15]([C:16]2[C:17]([CH3:24])=[CH:18][C:19]([CH3:23])=[CH:20][C:21]=2[CH3:22])[C:11]2[N:12]([CH:13]=1)[C:8]([CH2:6][N:5]([CH2:4][CH:1]1[CH2:2][CH2:3]1)[CH2:30][CH2:31][CH3:32])=[C:9]([C:26]([F:27])([F:28])[F:29])[N:10]=2 |f:1.2,3.4.5|. Reported procedure: A solution of 6-chloro-2-trifluoromethyl-7-(2,4,6-trimethyl-phenyl)-7H-imidazo[1,2-a]imidazole-3-carboxylic acid cyclopropylmethyl-propyl-amide (27.2 mg, 0.058 mmol) in toluene (3 mL) was added a 65% solution of Red-Al in toluene (0.10 mL, 0.320 mmol). The reaction mixture was stirred at room temperature for 14 h. A solution of Rochelle's salt (2.0 mL) was added carefully at 0° C. and the mixture was vigorously stirred for 30 min. The crude product was extracted with ethyl acetate. The combined ...